From a dataset of the Open Reaction Database (ORD), a public repository of structured organic reaction records. describe an organic reaction: reactants, conditions, products, and yield Reactants: C1(=CC=CC=C1)OC1=CC=CC=C1 (Diphenyl ether), ethyl ester, FC(C(=CC(=O)O)NC1=C(C=CC(=C1)F)OCCC)(F)F (4,4,4-trifluoro-3-(5-fluoro-2-propoxyphenylamino)buta-2-enoic acid). Solvent: CCCCCC (n-hexane). Run at time 1.5 hour. The product is FC1=C2C(C=C(NC2=C(C=C1)OCCC)C(F)(F)F)=O (5-fluoro-8-propoxy-2-trifluoromethyl-1H-quinolin-4-one). Yield: 94.9%. RXN SMILES: C1(OC2C=CC=CC=2)C=CC=CC=1.[F:14][C:15]([F:34])([F:33])[C:16]([NH:21][C:22]1[CH:27]=[C:26]([F:28])[CH:25]=[CH:24][C:23]=1[O:29][CH2:30][CH2:31][CH3:32])=[CH:17][C:18]([OH:20])=O>CCCCCC>[F:28][C:26]1[CH:25]=[CH:24][C:23]([O:29][CH2:30][CH2:31][CH3:32])=[C:22]2[C:27]=1[C:18](=[O:20])[CH:17]=[C:16]([C:15]([F:14])([F:34])[F:33])[NH:21]2. Reported procedure: Diphenyl ether (15 ml) was added to ethyl ester of 4,4,4-trifluoro-3-(5-fluoro-2-propoxyphenylamino)buta-2-enoic acid (19.7 g, 59.0 mmol), and the mixture was stirred for 1.5 hours while heating under reflux. The reaction mixture was cooled to room temperature, n-hexane was added, and the precipitate was collected by filtration. The substance remaining on the filter was washed with n-hexane, and dried to thereby obtain 16.2 g of powdery white 5-fluoro-8-propoxy-2-trifluoromethyl-1H-quinolin-4-on... Starting materials: NC(=O)c1cnc(Br)s1, CC(C)(C)OC(=O)NC1CCN(c2ncccc2[N+](=O)[O-])CC1, CC(C)(C)OC(=O)NC1CCNCC1. Product: CC(C)(C)OC(=O)NC1CCN(c2ncc(C(N)=O)s2)CC1. As a reaction SMILES: [Br:38][c:39]1[s:40][c:41]([C:44](=[O:45])[NH2:46])[cH:42][n:43]1.[N+:1]([c:2]1[c:3]([N:4]2[CH2:5][CH2:6][CH:7]([NH:8][C:9](=[O:10])[O:11][C:12]([CH3:13])([CH3:14])[CH3:15])[CH2:16][CH2:17]2)[n:18][cH:19][cH:20][cH:21]1)([O-:22])=[O:23].[NH:24]1[CH2:25][CH2:26][CH:27]([NH:30][C:31]([O:32][C:33]([CH3:34])([CH3:35])[CH3:36])=[O:37])[CH2:28][CH2:29]1>>[N:24]1([c:39]2[s:40][c:41]([C:44](=[O:45])[NH2:46])[cH:42][n:43]2)[CH2:25][CH2:26][CH:27]([NH:30][C:31]([O:32][C:33]([CH3:34])([CH3:35])[CH3:36])=[O:37])[CH2:28][CH2:29]1. Reactants: CO, Cc1nc2ccccc2n1C1CC2CCC(C1)N2CCC1(c2cccc(F)c2)CCN(C(C)C(=O)OCc2ccccc2)CC1, [H][H]. Yields the product Cc1nc2ccccc2n1C1CC2CCC(C1)N2CCC1(c2cccc(F)c2)CCN(C(C)C(=O)O)CC1. As a reaction SMILES: [CH3:48][OH:49].[F:1][c:2]1[cH:3][c:4]([C:8]2([CH2:26][CH2:27][N:28]3[CH:29]4[CH2:30][CH:31]([n:36]5[c:37]([CH3:45])[n:38][c:39]6[c:40]5[cH:41][cH:42][cH:43][cH:44]6)[CH2:32][CH:33]3[CH2:34][CH2:35]4)[CH2:9][CH2:10][N:11]([CH:14]([C:15](=[O:16])[O:17][CH2:18][c:19]3[cH:20][cH:21][cH:22][cH:23][cH:24]3)[CH3:25])[CH2:12][CH2:13]2)[cH:5][cH:6][cH:7]1.[H:46][H:47]>>[F:1][c:2]1[cH:3][c:4]([C:8]2([CH2:26][CH2:27][N:28]3[CH:29]4[CH2:30][CH:31]([n:36]5[c:37]([CH3:45])[n:38][c:39]6[c:40]5[cH:41][cH:42][cH:43][cH:44]6)[CH2:32][CH:33]3[CH2:34][CH2:35]4)[CH2:9][CH2:10][N:11]([CH:14]([C:15](=[O:16])[OH:17])[CH3:25])[CH2:12][CH2:13]2)[cH:5][cH:6][cH:7]1. The reactants are C1CCOC1, CC(=O)O, CO, CCOC(C)=O, Cl, COc1cc(F)c(C(=Nc2ccc(-c3noc(C)n3)cc2)c2nn(-c3ccccc3C(=O)O)c(=O)[nH]2)cc1OC, O. The product is COc1cc(F)c(C(Nc2ccc(-c3noc(C)n3)cc2)c2nn(-c3ccccc3C(=O)O)c(=O)[nH]2)cc1OC. RXN SMILES: [CH2:45]1[O:46][CH2:47][CH2:48][CH2:49]1.[CH3:1][C:2](=[O:3])[OH:4].[CH3:51][OH:52].[CH3:54][CH2:55][O:56][C:57](=[O:58])[CH3:59].[ClH:50].[F:5][c:6]1[c:7]([C:16]([c:17]2[n:18][n:19](-[c:23]3[c:24]([C:25](=[O:26])[OH:27])[cH:28][cH:29][cH:30][cH:31]3)[c:20](=[O:22])[nH:21]2)=[N:32][c:33]2[cH:34][cH:35][c:36](-[c:39]3[n:40][o:41][c:42]([CH3:44])[n:43]3)[cH:37][cH:38]2)[cH:8][c:9]([O:14][CH3:15])[c:10]([O:12][CH3:13])[cH:11]1.[OH2:53]>>[F:5][c:6]1[c:7]([CH:16]([c:17]2[n:18][n:19](-[c:23]3[c:24]([C:25](=[O:26])[OH:27])[cH:28][cH:29][cH:30][cH:31]3)[c:20](=[O:22])[nH:21]2)[NH:32][c:33]2[cH:34][cH:35][c:36](-[c:39]3[n:40][o:41][c:42]([CH3:44])[n:43]3)[cH:37][cH:38]2)[cH:8][c:9]([O:14][CH3:15])[c:10]([O:12][CH3:13])[cH:11]1. The reactants are OC1=C(N(S(N(C1)C)(=O)=O)C)C(=O)OC (methyl 5,6-dihydro-4-hydroxy-2,6-dimethyl-1,1-dioxo-2H-1,2,6-thiadiazine-3-carboxylate), NC1=NOC(=C1)C (3-amino-5-methylisoxazole). Yields the product OC1=C(N(S(N(C1)C)(=O)=O)C)C(=O)NC1=NOC(=C1)C (5,6-Dihydro-4-hydroxy-2,6-dimethyl-N-(5-methyl-3-isoxazolyl)-1,1-dioxo-2H-1,2,6-thiadiazine-3-carboxamide). The yield is 49.0%. RXN SMILES: [OH:1][C:2]1[CH2:7][N:6]([CH3:8])[S:5](=[O:10])(=[O:9])[N:4]([CH3:11])[C:3]=1[C:12]([O:14]C)=O.[NH2:16][C:17]1[CH:21]=[C:20]([CH3:22])[O:19][N:18]=1>>[OH:1][C:2]1[CH2:7][N:6]([CH3:8])[S:5](=[O:9])(=[O:10])[N:4]([CH3:11])[C:3]=1[C:12]([NH:16][C:17]1[CH:21]=[C:20]([CH3:22])[O:19][N:18]=1)=[O:14]. Procedure details: The synthesis was effected analogously to Example 1 using in each case 1.0 equivalent of methyl 5,6-dihydro-4-hydroxy-2,6-dimethyl-1,1-dioxo-2H-1,2,6-thiadiazine-3-carboxylate and 3-amino-5-methylisoxazole. Recrystallisation from a diisopropyl ether/tetrahydrofuran mixture gives the title compound in a yield of 49%. The reactants are CCCCCCCCCCCC(=O)Cl, CC(C)C1COC(=O)N1. Product: CCCCCCCCCCCC(=O)N1C(=O)OCC1C(C)C. As a reaction SMILES: [C:10]([CH2:11][CH2:12][CH2:13][CH2:14][CH2:15][CH2:16][CH2:17][CH2:18][CH2:19][CH2:20][CH3:21])(=[O:22])[Cl:23].[CH:1]([CH3:2])([CH3:3])[CH:4]1[NH:5][C:6](=[O:9])[O:7][CH2:8]1>>[CH:1]([CH3:2])([CH3:3])[CH:4]1[N:5]([C:10]([CH2:11][CH2:12][CH2:13][CH2:14][CH2:15][CH2:16][CH2:17][CH2:18][CH2:19][CH2:20][CH3:21])=[O:22])[C:6](=[O:9])[O:7][CH2:8]1. The reactants are C1(CCCC1)C1=C(C=C(C(=C1)C)[N+](=O)[O-])O (2-cyclopentyl-4-methyl-5-nitro-phenol). The reagents and catalysts are [Pd] (Pd/C). Solvent: CO (methanol). Reaction conditions: time 4 hour. Yields the product NC=1C(=CC(=C(C1)O)C1CCCC1)C (5-amino-2-cyclopentyl-4-methylphenol), solid. Yield: 94.0%. RXN SMILES: [CH:1]1([C:6]2[CH:11]=[C:10]([CH3:12])[C:9]([N+:13]([O-])=O)=[CH:8][C:7]=2[OH:16])[CH2:5][CH2:4][CH2:3][CH2:2]1>CO.[Pd]>[NH2:13][C:9]1[C:10]([CH3:12])=[CH:11][C:6]([CH:1]2[CH2:5][CH2:4][CH2:3][CH2:2]2)=[C:7]([OH:16])[CH:8]=1. Procedure: A flask charged with 10% Pd/C (16 mg) was evacuated and placed under a N2 atmosphere. To this was added 2-cyclopentyl-4-methyl-5-nitro-phenol (160 mg, 0.72 mmol) as a solution in methanol (3 mL). The reaction mixture was stirred under H2 atmosphere for 4 h, then filtered and concentrated in vacuo to provide 5-amino-2-cyclopentyl-4-methylphenol a light tan solid (130 mg, 94% yield). 1H NMR (400.0 MHz, DMSO-d6) δ 8.47 (s, 1H), 6.60 (s, 1H), 6.08 (s, 1H), 4.44 (s, 2H), 3.02 (dd, J=2.4, 17.2 Hz, 1H)... Starting materials: C1CCOC1, Cc1ccc2nc(C3CCCCC3)cc(C(=O)O)c2c1, Cc1ccc(N)cc1-c1ccc(C(=O)NCC2CC2)cc1. Yields the product Cc1ccc2nc(C3CCCCC3)cc(C(=O)Nc3ccc(C)c(-c4ccc(C(=O)NCC5CC5)cc4)c3)c2c1. As a reaction SMILES: [CH2:42]1[O:43][CH2:44][CH2:45][CH2:46]1.[CH:22]1([c:28]2[n:29][c:30]3[cH:31][cH:32][c:33]([CH3:41])[cH:34][c:35]3[c:36]([C:38](=[O:39])[OH:40])[cH:37]2)[CH2:23][CH2:24][CH2:25][CH2:26][CH2:27]1.[NH2:1][c:2]1[cH:3][cH:4][c:5]([CH3:21])[c:6](-[c:8]2[cH:9][cH:10][c:11]([C:14](=[O:15])[NH:16][CH2:17][CH:18]3[CH2:19][CH2:20]3)[cH:12][cH:13]2)[cH:7]1>>[NH:1]([c:2]1[cH:3][cH:4][c:5]([CH3:21])[c:6](-[c:8]2[cH:9][cH:10][c:11]([C:14](=[O:15])[NH:16][CH2:17][CH:18]3[CH2:19][CH2:20]3)[cH:12][cH:13]2)[cH:7]1)[C:38]([c:36]1[c:35]2[c:30]([n:29][c:28]([CH:22]3[CH2:23][CH2:24][CH2:25][CH2:26][CH2:27]3)[cH:37]1)[cH:31][cH:32][c:33]([CH3:41])[cH:34]2)=[O:39]. The reactants are Brc1cc(Br)c2c(c1)CCN2, COCC(C)n1cc(Cl)nc(Cl)c1=O. The product is COCC(C)n1cc(Cl)nc(N2CCc3cc(Br)cc(Br)c32)c1=O. As a reaction SMILES: [Br:15][c:16]1[cH:17][c:18]2[c:22]([c:23]([Br:25])[cH:24]1)[NH:21][CH2:20][CH2:19]2.[Cl:1][c:2]1[c:3](=[O:14])[n:4]([CH:9]([CH2:10][O:11][CH3:12])[CH3:13])[cH:5][c:6]([Cl:8])[n:7]1>>[c:2]1([N:21]2[CH2:20][CH2:19][c:18]3[cH:17][c:16]([Br:15])[cH:24][c:23]([Br:25])[c:22]32)[c:3](=[O:14])[n:4]([CH:9]([CH2:10][O:11][CH3:12])[CH3:13])[cH:5][c:6]([Cl:8])[n:7]1.